describe an organic reaction: reactants, conditions, products, and yield From a dataset of the Open Reaction Database (ORD), a public repository of structured organic reaction records. Yields the product C(=O)(OC)C1=C(C=CC=C1)N(O)C1=CC(=C(C=C1)N=O)C(=O)OC (N-(2-carbomethoxyphenyl)-N-(3-carbomethoxy-4-nitrosophenyl)-hydroxylamine). Reported procedure: 8.2 g (50 mmol) of 2-nitroso-benzoic acid methyl ester were dissolved in 50 ml of methylene chloride and 7.2 g (75 mmol) of methane solufonic acid added thereto at 0° C. Upon addition of the methane sulfonic acid, the green solution turned dark red. During the entire duration of the reaction the temperature of the reaction mixture did not exceed 10° C. After 1 hour (as described in detail in previous Examples), the solution was sprayed onto water under a vacuum and the methylene chloride removed... Starting materials: C (methane), COC(C1=C(C=CC=C1)N=O)=O (2-nitroso-benzoic acid methyl ester), CS(=O)(=O)O (methane sulfonic acid). Conditions: time 1 hour. Yield: 43.6%. RXN SMILES: [CH3:1][O:2][C:3](=[O:12])[C:4]1[CH:9]=[CH:8][CH:7]=[CH:6][C:5]=1[N:10]=[O:11].[CH4:13].CS(O)(=O)=O>C(Cl)Cl>[C:3]([C:4]1[CH:9]=[CH:8][CH:7]=[CH:6][C:5]=1[N:10]([C:13]1[CH:7]=[CH:6][C:5]([N:10]=[O:11])=[C:4]([C:3]([O:2][CH3:1])=[O:12])[CH:9]=1)[OH:11])([O:2][CH3:1])=[O:12]. Run in C(Cl)Cl (methylene chloride). Reactants: Cc1ccccc1, COc1ccc(C23OC2CCc2ccccc23)cc1, [Mg+2], O=S(=O)([O-])[O-]. Product: COc1ccc(C2C(=O)CCc3ccccc32)cc1. RXN SMILES: [CH3:26][c:27]1[cH:28][cH:29][cH:30][cH:31][cH:32]1.[CH3:7][O:8][c:9]1[cH:10][cH:11][c:12]([C:15]23[CH:16]([CH2:17][CH2:18][c:19]4[cH:20][cH:21][cH:22][cH:23][c:24]42)[O:25]3)[cH:13][cH:14]1.[Mg+2:1].[O-:2][S:3](=[O:4])(=[O:5])[O-:6]>>[CH3:7][O:8][c:9]1[cH:10][cH:11][c:12]([CH:15]2[C:16](=[O:25])[CH2:17][CH2:18][c:19]3[cH:20][cH:21][cH:22][cH:23][c:24]32)[cH:13][cH:14]1.